Task: describe an organic reaction: reactants, conditions, products, and yield. Dataset: the Open Reaction Database (ORD), a public repository of structured organic reaction records Starting materials: O=C([O-])[O-], CCOC(C)=O, CN(C)C=O, O=[Cr](=O)([O-])O[Cr](=O)(=O)[O-], [K+], [K+], NC(N)=Nc1nc(-c2cccc(CO)n2)cs1, C1CCOC1, O, c1cc[nH+]cc1, c1cc[nH+]cc1. The product is NC(N)=Nc1nc(-c2cccc(C=O)n2)cs1. As a reaction SMILES: [C:45](=[O:46])([O-:47])[O-:48].[CH3:39][CH2:40][O:41][C:42](=[O:43])[CH3:44].[CH3:51][N:52]([CH3:53])[CH:54]=[O:55].[Cr:1]([O:2][Cr:3]([O-:4])(=[O:5])=[O:6])([O-:7])(=[O:8])=[O:9].[K+:49].[K+:50].[NH2:22][C:23]([NH2:24])=[N:25][c:26]1[s:27][cH:28][c:29](-[c:31]2[n:32][c:33]([CH2:37][OH:38])[cH:34][cH:35][cH:36]2)[n:30]1.[O:57]1[CH2:58][CH2:59][CH2:60][CH2:61]1.[OH2:56].[nH+:10]1[cH:11][cH:12][cH:13][cH:14][cH:15]1.[nH+:16]1[cH:17][cH:18][cH:19][cH:20][cH:21]1>>[NH2:22][C:23]([NH2:24])=[N:25][c:26]1[s:27][cH:28][c:29](-[c:31]2[n:32][c:33]([CH:37]=[O:38])[cH:34][cH:35][cH:36]2)[n:30]1. Starting materials: [C@@H]12N(C[C@@H](NC1)C2)C(=O)[C@H](C(C)(C)C)NC(=O)C=2NC1=CC=CC=C1C2 (N-{(1S)-1-[(1S,4S)-2,5-diazabicyclo[2.2.1]hept-2-ylcarbonyl]-2,2-dimethylpropyl}-1H-indole-2-carboxamide), C(CCl)Cl (EDC), C=1C=CC2=C(C1)N=NN2O (HOBt), C1(=CC=CC=C1)C=1C=CC(=NC1)C(=O)O (5-phenyl-2-pyridinecarboxylic acid), CCN(C(C)C)C(C)C (DIEA). Run in C(=O)([O-])[O-].[Na+].[Na+] (Na2CO3), C(Cl)Cl (CH2Cl2). Conditions: time 4 hour. The product is CC([C@@H](C(=O)N1[C@@H]2CN([C@H](C1)C2)C(=O)C2=NC=C(C=C2)C2=CC=CC=C2)NC(=O)C=2NC1=CC=CC=C1C2)(C)C (N-[(1S)-2,2-dimethyl-1-({(1S,4S)-5-[(5-phenyl-2-pyridinyl)carbonyl]-2,5-diazabicyclo[2.2.1]hept-2-yl}carbonyl)propyl]-1H-indole-2-carboxamide). Isolated yield 84.7%. As a reaction SMILES: [C@H:1]12[CH2:7][C@H:4]([NH:5][CH2:6]1)[CH2:3][N:2]2[C:8]([C@@H:10]([NH:15][C:16]([C:18]1[NH:19][C:20]2[C:25]([CH:26]=1)=[CH:24][CH:23]=[CH:22][CH:21]=2)=[O:17])[C:11]([CH3:14])([CH3:13])[CH3:12])=[O:9].C(Cl)CCl.C1C=CC2N(O)N=NC=2C=1.[C:41]1([C:47]2[CH:48]=[CH:49][C:50]([C:53](O)=[O:54])=[N:51][CH:52]=2)[CH:46]=[CH:45][CH:44]=[CH:43][CH:42]=1.CCN(C(C)C)C(C)C>C([O-])([O-])=O.[Na+].[Na+].C(Cl)Cl>[CH3:12][C:11]([CH3:14])([CH3:13])[C@H:10]([NH:15][C:16]([C:18]1[NH:19][C:20]2[C:25]([CH:26]=1)=[CH:24][CH:23]=[CH:22][CH:21]=2)=[O:17])[C:8]([N:2]1[CH2:3][C@@H:4]2[CH2:7][C@H:1]1[CH2:6][N:5]2[C:53]([C:50]1[CH:49]=[CH:48][C:47]([C:41]2[CH:42]=[CH:43][CH:44]=[CH:45][CH:46]=2)=[CH:52][N:51]=1)=[O:54])=[O:9] |f:5.6.7|. Procedure: To a 10 ml vial was added N-{(1S)-1-[(1S,4S)-2,5-diazabicyclo[2.2.1]hept-2-ylcarbonyl]-2,2-dimethylpropyl}-1H-indole-2-carboxamide (100 mg, 0.268 mmol), EDC (128 mg, 0.670 mmol), HOBt (41.0 mg, 0.268 mmol), 5-phenyl-2-pyridinecarboxylic acid (64.1 mg, 0.322 mmol), CH2Cl2 (2.8 ml) and DIEA (0.187 ml, 1.072 mmol). The mixture was stirred at room temperature for 4 h, then diluted with sat. Na2CO3. The organic layer was passed over a phase separator and concentrated and purified by reverse phase HPL... The reactants are C(C)(C)N(CC)C(C)C (Diisopropylethylamine), CNC (dimethylamine), O1CCCC1 (tetrahydrofuran), C(C)(C)(C)OC(=O)N[C@H](C(=O)O)CC1=CC=CC=C1 ((S)-2-tert-butoxycarbonylamino-3-phenylpropionic acid), N[C@H](C(=O)O)CCSSCC[C@@H](C(=O)O)N ((S)-2-amino-4-((S)-3-amino-3-carboxy-propyldisulfanyl)-butyric acid), N1(N=NC2=C1C=CC=C2)OC(=[N+](C)C)N(C)C (O-benzotriazol-1-yl-N,N,N′,N′-tetramethyluronium). Solvent: CN(C=O)C (dimethylformamide), C(C)(=O)OCC (ethyl acetate). Run at temperature 0 celsius, time 1 hour. Yields the product C(C)(C)(C)OC(N[C@@H](CC1=CC=CC=C1)C(N(C)C)=O)=O (((S)-1-dimethylcarbamoyl-2-phenyl-ethyl)-carbamic acid tert-butyl ester). Reaction SMILES: [C:1]([O:5][C:6]([NH:8][C@@H:9]([CH2:13][C:14]1[CH:19]=[CH:18][CH:17]=[CH:16][CH:15]=1)[C:10](O)=[O:11])=[O:7])([CH3:4])([CH3:3])[CH3:2].N[C@@H](CCSSCC[C@H](N)C(O)=O)C(O)=O.N1(O[C:46](N(C)C)=[N+:47](C)[CH3:48])C2C=CC=CC=2N=N1.C(N(C(C)C)CC)(C)C.CNC.O1CCCC1>CN(C)C=O.C(OCC)(=O)C>[C:1]([O:5][C:6](=[O:7])[NH:8][C@H:9]([C:10](=[O:11])[N:47]([CH3:48])[CH3:46])[CH2:13][C:14]1[CH:19]=[CH:18][CH:17]=[CH:16][CH:15]=1)([CH3:4])([CH3:3])[CH3:2]. Reported procedure: To a cooled solution of (S)-2-tert-butoxycarbonylamino-3-phenylpropionic acid (available from Aldrich; 5.3 g, 20 mmol) in dimethylformamide (50 mL) at 0° C. were added 1-hydroxybenzotriazole (available from 3B Scientific Corporation, Libertyville, Ill. 60048, USA; 2.97 g, 22 mmol) and O-benzotriazol-1-yl-N,N,N′,N′-tetramethyluronium hexafluororophosphate (available from Aldrich; 8.30 g, 22 mmol). Diisopropylethylamine (10.7 mL, 61.4 mmol) and dimethylamine in tetrahydrofuran (2M, 15 mL, 30 mmol)... Starting materials: CC(=O)OO, ClCCl, ClC(Cl)Cl, O=C(OO)c1cccc(Cl)c1, C1=Cc2ccccc2OC1. Yields the product c1ccc2c(c1)OCC1OC21. Reaction SMILES: [C:22]([O:23][OH:24])(=[O:25])[CH3:26].[CH2:31]([Cl:32])[Cl:33].[CH:27]([Cl:28])([Cl:29])[Cl:30].[Cl:11][c:12]1[cH:13][cH:14][cH:15][c:16]([C:17]([O:18][OH:20])=[O:19])[cH:21]1.[O:1]1[CH2:2][CH:3]=[CH:4][c:5]2[cH:6][cH:7][cH:8][cH:9][c:10]21>>[O:1]1[CH2:2][CH:3]2[CH:4]([c:5]3[cH:6][cH:7][cH:8][cH:9][c:10]31)[O:19]2. Starting materials: C1CCOC1, CCO, Cc1nn(C)c2c(C(C)C)cc(C#N)nc12. Yields the product Cc1nn(C)c2c(C(C)C)cc(CN)nc12. RXN SMILES: [CH2:17]1[O:18][CH2:19][CH2:20][CH2:21]1.[CH3:22][CH2:23][OH:24].[CH:1]([CH3:2])([CH3:3])[c:4]1[c:5]2[c:6]([n:7][c:8]([C:10]#[N:11])[cH:9]1)[c:12]([CH3:16])[n:13][n:14]2[CH3:15]>>[CH:1]([CH3:2])([CH3:3])[c:4]1[c:5]2[c:6]([n:7][c:8]([CH2:10][NH2:11])[cH:9]1)[c:12]([CH3:16])[n:13][n:14]2[CH3:15]. Reactants: C(C)(C)(C)OC(=O)N(C(=O)OC(C)(C)C)CC=1C=C(N)C=CC1 (3-(di-(t-butoxycarbonyl)aminomethyl)aniline), ClC1=C(C(=O)O)C=CC(=N1)Cl (2,6-dichloronicotinic acid), C(C)(C)N(CC)C(C)C (di-i-propylethylamine). Solvent: O1CCOCC1 (1,4-dioxane). The product is ClC1=NC(=C(C(=O)O)C=C1)NC1=CC(=CC=C1)CNC(=O)OC(C)(C)C (6-chloro-2-(3-(t-butoxycarbonylaminomethyl)phenylamino)nicotinic acid). Yield: 25.3%. As a reaction SMILES: C(OC([N:8]([CH2:16][C:17]1[CH:18]=[C:19]([CH:21]=[CH:22][CH:23]=1)[NH2:20])[C:9]([O:11][C:12]([CH3:15])([CH3:14])[CH3:13])=[O:10])=O)(C)(C)C.Cl[C:25]1[N:33]=[C:32]([Cl:34])[CH:31]=[CH:30][C:26]=1[C:27]([OH:29])=[O:28].C(N(C(C)C)CC)(C)C>O1CCOCC1>[Cl:34][C:32]1[CH:31]=[CH:30][C:26]([C:27]([OH:29])=[O:28])=[C:25]([NH:20][C:19]2[CH:21]=[CH:22][CH:23]=[C:17]([CH2:16][NH:8][C:9]([O:11][C:12]([CH3:13])([CH3:14])[CH3:15])=[O:10])[CH:18]=2)[N:33]=1. Procedure: A mixture of 3-(di-(t-butoxycarbonyl)aminomethyl)aniline (81 mg), 2,6-dichloronicotinic acid (90%, 53 mg), di-i-propylethylamine (64 mg) and 1,4-dioxane (1 ml) was heated under reflux for 3 days and then concentrated under reduced pressure. The resulting residue was purified by silica gel column chromatography (eluent, methylene chloride:methanol=20:1) to give 24 mg of the titled compound (yield, 25%). Procedure details: A mixture of approximately 70 weight percent cis-2-pentenenitrile, 14 weight percent 2-methyl-2-butenenitrile, 4 weight percent 2-methyl-3-butenenitrile, with cyclohexane, benzene, and valeronitrile making up the balance, was reacted with 29 weight percent aqueous ammonia (at 15 percent molar excess relative to cis-2-pentenenitrile) in a stirred batch reactor at about 90° to 100° C., at an autogeneous pressure of about 60 to 118 psig, for approximately ten hours Vacuum distillation of the crude ... Solvent: C1=CC=CC=C1 (benzene), C1CCCCC1 (cyclohexane). The product is NC(CC#N)CC (3-aminopentanenitrile), C(\C=C/CC)#N (cis-2-pentenenitrile). RXN SMILES: [C:1](#[N:6])/[CH:2]=[CH:3]\[CH2:4][CH3:5].CC(=CC)C#[N:10].CC(C=C)C#N.[C:19](#[N:24])[CH2:20][CH2:21][CH2:22][CH3:23].N>C1C=CC=CC=1.C1CCCCC1>[NH2:10][CH:3]([CH2:4][CH3:5])[CH2:2][C:1]#[N:6].[C:19](#[N:24])/[CH:20]=[CH:21]\[CH2:22][CH3:23]. Starting materials: C(\C=C/CC)#N (cis-2-pentenenitrile), CC(C#N)=CC (2-methyl-2-butenenitrile), CC(C#N)C=C (2-methyl-3-butenenitrile), C(CCCC)#N (valeronitrile), N (ammonia).